Dataset: the Open Reaction Database (ORD), a public repository of structured organic reaction records. Task: describe an organic reaction: reactants, conditions, products, and yield Product: COCOc1cc(OCOC)c(C(C)C)cc1-c1nnc(SC)n1C(C)C. Reactants: O=C([O-])[O-], CI, CCO, COCOc1cc(OCOC)c(C(C)C)cc1-c1n[nH]c(=S)n1C(C)C, [K+], [K+]. RXN SMILES: [C:27](=[O:28])([O-:29])[O-:30].[CH3:33][I:34].[CH3:35][CH2:36][OH:37].[CH:1]([CH3:2])([CH3:3])[n:4]1[c:5](=[S:26])[nH:6][n:7][c:8]1-[c:9]1[c:10]([O:22][CH2:23][O:24][CH3:25])[cH:11][c:12]([O:18][CH2:19][O:20][CH3:21])[c:13]([CH:15]([CH3:16])[CH3:17])[cH:14]1.[K+:31].[K+:32]>>[CH:1]([CH3:2])([CH3:3])[n:4]1[c:5]([S:26][CH3:27])[n:6][n:7][c:8]1-[c:9]1[c:10]([O:22][CH2:23][O:24][CH3:25])[cH:11][c:12]([O:18][CH2:19][O:20][CH3:21])[c:13]([CH:15]([CH3:16])[CH3:17])[cH:14]1. The reactants are C(CCCCCCCCCCC)OC1=CC=C(C(=O)OC)C=C1 (methyl 4-dodecyloxybenzoate), C(CCCCCCCCCCCCCCCCC)OC1=CC=C(C(=O)O)C=C1 (4-octadecyloxybenzoic acid). Yields the product C(CCCCCCCCCCC)OC1=CC=C(C(=O)O)C=C1 (4-Dodecyloxybenzoic acid). RXN SMILES: [CH2:1]([O:13][C:14]1[CH:23]=[CH:22][C:17]([C:18]([O:20]C)=[O:19])=[CH:16][CH:15]=1)[CH2:2][CH2:3][CH2:4][CH2:5][CH2:6][CH2:7][CH2:8][CH2:9][CH2:10][CH2:11][CH3:12].C(OC1C=CC(C(O)=O)=CC=1)CCCCCCCCCCCCCCCCC>>[CH2:1]([O:13][C:14]1[CH:15]=[CH:16][C:17]([C:18]([OH:20])=[O:19])=[CH:22][CH:23]=1)[CH2:2][CH2:3][CH2:4][CH2:5][CH2:6][CH2:7][CH2:8][CH2:9][CH2:10][CH2:11][CH3:12]. Procedure details: This compound was prepared by hydrolysis of methyl 4-dodecyloxybenzoate in a manner analogous to that described above for 4-octadecyloxybenzoic acid. Reactants: O=C(OCc1ccccc1)N1CCCC(CCCCBr)C1, CCCC(C)Oc1nc(N)c2nc(OC)[nH]c2n1, O=C(O)C(F)(F)F, CCCCOc1nc(N)c2nc(OC)n(CCCC3CCCCN3C(=O)OCc3ccccc3)c2n1. The product is CCCC(C)Oc1nc(N)c2nc(OC)n(CCCCC3CCCN(C(=O)OCc4ccccc4)C3)c2n1. RXN SMILES: [Br:62][CH2:63][CH2:64][CH2:65][CH2:66][CH:67]1[CH2:68][N:69]([C:73](=[O:74])[O:75][CH2:76][c:77]2[cH:78][cH:79][cH:80][cH:81][cH:82]2)[CH2:70][CH2:71][CH2:72]1.[CH3:44][CH:45]([CH2:46][CH2:47][CH3:48])[O:49][c:50]1[n:51][c:52]([NH2:61])[c:53]2[n:54][c:55]([O:59][CH3:60])[nH:56][c:57]2[n:58]1.[F:37][C:38]([F:39])([F:40])[C:41]([OH:42])=[O:43].[NH2:1][c:2]1[n:3][c:4]([O:5][CH2:6][CH2:7][CH2:8][CH3:9])[n:10][c:11]2[c:12]1[n:13][c:14]([O:15][CH3:16])[n:17]2[CH2:18][CH2:19][CH2:20][CH:21]1[CH2:22][CH2:23][CH2:24][CH2:25][N:26]1[C:27]([O:28][CH2:29][c:30]1[cH:31][cH:32][cH:33][cH:34][cH:35]1)=[O:36]>>[CH3:44][CH:45]([CH2:46][CH2:47][CH3:48])[O:49][c:50]1[n:51][c:52]([NH2:61])[c:53]2[n:54][c:55]([O:59][CH3:60])[n:56]([CH2:63][CH2:64][CH2:65][CH2:66][CH:67]3[CH2:68][N:69]([C:73](=[O:74])[O:75][CH2:76][c:77]4[cH:78][cH:79][cH:80][cH:81][cH:82]4)[CH2:70][CH2:71][CH2:72]3)[c:57]2[n:58]1. Reactants: CCOC(=O)CC(=O)OCC, CCO, BrCC1CCCCC1, [Na]. Product: CCOC(=O)C(CC1CCCCC1)C(=O)OCC. Reaction SMILES: [C:2]([CH2:3][C:4](=[O:5])[O:6][CH2:7][CH3:8])(=[O:9])[O:10][CH2:11][CH3:12].[CH3:21][CH2:22][OH:23].[CH:13]1([CH2:19][Br:20])[CH2:14][CH2:15][CH2:16][CH2:17][CH2:18]1.[Na:1]>>[C:2]([CH:3]([C:4](=[O:5])[O:6][CH2:7][CH3:8])[CH2:19][CH:13]1[CH2:14][CH2:15][CH2:16][CH2:17][CH2:18]1)(=[O:9])[O:10][CH2:11][CH3:12]. Reactants: S1C=NC2=C1C=CC(=C2)C2=NC1=CC=C(C=C1N=C2N2[C@H](CCC2)C)C(=O)OC (methyl 2-(1,3-benzothiazol-5-yl)-3-[(2S)-2-methylpyrrolidin-1-yl]quinoxaline-6-carboxylate), [OH-].[Na+] (sodium hydroxide), O (water). Solvent: CO (methanol). Run at time 8 hour. The product is S1C=NC2=C1C=CC(=C2)C2=NC1=CC=C(C=C1N=C2N2[C@H](CCC2)C)C(=O)O (2-(1,3-benzothiazol-5-yl)-3-[(2S)-2-methylpyrrolidin-1-yl]quinoxaline-6-carboxylic acid). Yield: 82.0%. Reaction SMILES: [S:1]1[C:5]2[CH:6]=[CH:7][C:8]([C:10]3[C:19]([N:20]4[CH2:24][CH2:23][CH2:22][C@@H:21]4[CH3:25])=[N:18][C:17]4[C:12](=[CH:13][CH:14]=[C:15]([C:26]([O:28]C)=[O:27])[CH:16]=4)[N:11]=3)=[CH:9][C:4]=2[N:3]=[CH:2]1.[OH-].[Na+].O>CO>[S:1]1[C:5]2[CH:6]=[CH:7][C:8]([C:10]3[C:19]([N:20]4[CH2:24][CH2:23][CH2:22][C@@H:21]4[CH3:25])=[N:18][C:17]4[C:12](=[CH:13][CH:14]=[C:15]([C:26]([OH:28])=[O:27])[CH:16]=4)[N:11]=3)=[CH:9][C:4]=2[N:3]=[CH:2]1 |f:1.2|. Reported procedure: To a solution of methyl 2-(1,3-benzothiazol-5-yl)-3-[(2S)-2-methylpyrrolidin-1-yl]quinoxaline-6-carboxylate (100 mg, 0.25 mmol) in methanol (15 mL) was added sodium hydroxide (30.0 mg, 0.75 mmol) and water (1 mL). The resulting solution was stirred overnight at room temperature and concentrated in vacuo. The residue was dissolved in water (15 mL) and adjusted pH to 5 with hydrochloric acid (3 N). The solids were collected by filtration to afford 2-(1,3-benzothiazol-5-yl)-3-[(2S)-2-methylpyrrolid...